Dataset: the Open Reaction Database (ORD), a public repository of structured organic reaction records. Task: describe an organic reaction: reactants, conditions, products, and yield Reactants: NC1=NC=2CC(CC(C2C(=N1)C)=O)C1=C(C=CC=C1)Br (2-amino-7-(2-bromo-phenyl)-4-methyl-7,8-dihydro-6H-quinazolin-5-one), NC1=NC=2CC(CC(C2C(=N1)C)=O)C1=C(C=CC=C1)C1=CC=CC=C1 (2-amino-7-biphenyl-2-yl-4-methyl-7,8-dihydro-6H-quinazolin-5-one), 7-boronic acid 1H-indole. Yields the product NC1=NC=2CC(CC(C2C(=N1)C)=O)C1=C(C=CC=C1)C=1C=CC=C2C=CNC12 (2-Amino-7-[2-(1H-indol-7-yl)-phenyl]-4-methyl-7,8-dihydro-6H-quinazolin-5-one). As a reaction SMILES: [NH2:1][C:2]1[N:11]=[C:10]([CH3:12])[C:9]2[C:8](=[O:13])[CH2:7][CH:6]([C:14]3[CH:19]=[CH:18][CH:17]=[CH:16][C:15]=3Br)[CH2:5][C:4]=2[N:3]=1.NC1N=[C:30]([CH3:32])[C:29]2[C:28](=O)[CH2:27][CH:26](C3C=CC=CC=3C3C=CC=CC=3)[CH2:25][C:24]=2[N:23]=1>>[NH2:1][C:2]1[N:11]=[C:10]([CH3:12])[C:9]2[C:8](=[O:13])[CH2:7][CH:6]([C:14]3[CH:19]=[CH:18][CH:17]=[CH:16][C:15]=3[C:25]3[CH:26]=[CH:27][CH:28]=[C:29]4[C:24]=3[NH:23][CH:32]=[CH:30]4)[CH2:5][C:4]=2[N:3]=1. Reported procedure: The title compound was prepared from 2-amino-7-(2-bromo-phenyl)-4-methyl-7,8-dihydro-6H-quinazolin-5-one (example 3/i stage 2/3), following the procedure describing the synthesis of 2-amino-7-biphenyl-2-yl-4-methyl-7,8-dihydro-6H-quinazolin-5-one (example 5/a stage 1) using 7-boronic acid-1H-indole instead of phenyl-boronic acid. Reactants: Cl (hydrochloride), C(C)(C)(C)NCC(COC=1SC(=CN1)C(=O)NCCCCC(C)C)O (1-t-butylamino-3-(5-5'-methylhexylaminocarbonylthiazol-2-oxy)-2-propanol), Cl (hydrogen chloride). Run in C(C)OCC (ethyl ether). Product: Cl.C(C)(C)(C)NCC(COC=1SC(=CN1)C(=O)NCCCCC(C)C)O (1-t-butylamino-3-(5-5'methylhexylaminocarbonylthiazol-2-oxy)-2-propanol hydrochloride). RXN SMILES: [ClH:1].[C:2]([NH:6][CH2:7][CH:8]([OH:26])[CH2:9][O:10][C:11]1[S:12][C:13]([C:16]([NH:18][CH2:19][CH2:20][CH2:21][CH2:22][CH:23]([CH3:25])[CH3:24])=[O:17])=[CH:14][N:15]=1)([CH3:5])([CH3:4])[CH3:3]>C(OCC)C>[ClH:1].[C:2]([NH:6][CH2:7][CH:8]([OH:26])[CH2:9][O:10][C:11]1[S:12][C:13]([C:16]([NH:18][CH2:19][CH2:20][CH2:21][CH2:22][CH:23]([CH3:24])[CH3:25])=[O:17])=[CH:14][N:15]=1)([CH3:5])([CH3:4])[CH3:3] |f:3.4|. Reported procedure: This example illustrates methods of preparing hydrochloride addition salts of the invention. In this example 1 g. of 1-t-butylamino-3-(5-5'-methylhexylaminocarbonylthiazol-2-oxy)-2-propanol is dissolved in 10 ml. of ethyl ether at 20° C. A stream of gaseous anhydrous hydrogen chloride is passed over the surface of the solution until the supernatent liquid becomes colorless. The resulting precipitate is collected by filtration, washed with ethyl ether and then crystallized from methanol, containi... Reactants: CN(C)C=NN=CN(C)C (1,2-bis[(dimethylamino)methylene]hydrazine), C(C1=CC=CC=C1)N1CCC(CC1)N (1-benzylpiperidin-4-amine), C1(=CC=C(C=C1)S(=O)(=O)O)C (p-toluenesulfonic acid). The solvent is C1(=CC=CC=C1)C (toluene). Run at time 18 hour. The product is C(C1=CC=CC=C1)N1CCC(CC1)N1C=NN=C1 (1-benzyl-4-(4H-1,2,4-triazol-4-yl)piperidine). As a reaction SMILES: CN(C=[N:5][N:6]=[CH:7][N:8]([CH3:10])[CH3:9])C.[CH2:11]([N:18]1[CH2:23][CH2:22]C(N)[CH2:20][CH2:19]1)[C:12]1[CH:17]=[CH:16][CH:15]=[CH:14][CH:13]=1.C1(C)C=CC(S(O)(=O)=O)=CC=1>C1(C)C=CC=CC=1>[CH2:11]([N:18]1[CH2:23][CH2:22][CH:10]([N:8]2[CH:7]=[N:6][N:5]=[CH:9]2)[CH2:20][CH2:19]1)[C:12]1[CH:17]=[CH:16][CH:15]=[CH:14][CH:13]=1. Procedure details: To a solution of 1,2-bis[(dimethylamino)methylene]hydrazine (660 mg) in toluene (10 ml) was added 1-benzylpiperidin-4-amine (0.8 ml) and p-toluenesulfonic acid (75 mg) and the resulting mixture was stirred at room temperature for 18 hours. The reaction mixture was refluxed for 8 hours and then evaporated to dryness. The residue was purified by chromatography on silica eluting with a gradient of methanol/ethyl acetate to give 1-benzyl-4-(4H-1,2,4-triazol-4-yl)piperidine. Yield 220 mgs. NMR (d6 DM... The product is Cc1c(CCCCl)oc2ccccc12. The reactants are C1CCOC1, [Li]CCCC, Cc1coc2ccccc12, [Cl-], ClCCCI, [Cu]I, [NH4+]. RXN SMILES: [CH2:23]1[O:24][CH2:25][CH2:26][CH2:27]1.[CH3:1][CH2:2][CH2:3][CH2:4][Li:5].[CH3:6][c:7]1[cH:8][o:9][c:10]2[c:11]1[cH:12][cH:13][cH:14][cH:15]2.[Cl-:21].[Cl:16][CH2:17][CH2:18][CH2:19][I:20].[Cu:28][I:29].[NH4+:22]>>[CH3:6][c:7]1[c:8]([CH2:19][CH2:18][CH2:17][Cl:16])[o:9][c:10]2[c:11]1[cH:12][cH:13][cH:14][cH:15]2. Reactants: N1(CCC1)C(=O)C1=CC=C(C=N1)OC=1C=C(C(=O)OC)C=C(C1)O[C@@H]1C(N(CC1)C)=O (Methyl 3-[6-(azetidine-1-carbonyl)pyridin-3-yl]oxy-5-[(3S)-1-methyl-2-oxo-pyrrolidin-3-yl]oxy-benzoate), N1(CCC1)C(=O)C1=CC=C(C=N1)OC=1C=C(C(=O)OC)C=C(C1)O[C@@H]1C(N(CC1)C)=O (Methyl 3-[6-(azetidine-1-carbonyl)pyridin-3-yl]oxy-5-[(3S)-1-methyl-2-oxo-pyrrolidin-3-yl]oxy-benzoate), O (Water), CO (methanol), [OH-].[Li+] (lithium hydroxide), resultant solution. Solvent: C1CCOC1 (THF). The product is N1(CCC1)C(=O)C1=CC=C(C=N1)OC=1C=C(C(=O)O)C=C(C1)O[C@@H]1C(N(CC1)C)=O (3-[6-(Azetidine-1-carbonyl)pyridin-3-yl]oxy-5-[(3S)-1-methyl-2-oxo-pyrrolidin-3-yl]oxy-benzoic acid). Isolated yield 98.7%. Reaction SMILES: [N:1]1([C:5]([C:7]2[N:12]=[CH:11][C:10]([O:13][C:14]3[CH:15]=[C:16]([CH:21]=[C:22]([O:24][C@H:25]4[CH2:29][CH2:28][N:27]([CH3:30])[C:26]4=[O:31])[CH:23]=3)[C:17]([O:19]C)=[O:18])=[CH:9][CH:8]=2)=[O:6])[CH2:4][CH2:3][CH2:2]1.CO.[OH-].[Li+].O>C1COCC1>[N:1]1([C:5]([C:7]2[N:12]=[CH:11][C:10]([O:13][C:14]3[CH:15]=[C:16]([CH:21]=[C:22]([O:24][C@H:25]4[CH2:29][CH2:28][N:27]([CH3:30])[C:26]4=[O:31])[CH:23]=3)[C:17]([OH:19])=[O:18])=[CH:9][CH:8]=2)=[O:6])[CH2:4][CH2:3][CH2:2]1 |f:2.3|. Reported procedure: Methyl 3-[6-(azetidine-1-carbonyl)pyridin-3-yl]oxy-5-[(3S)-1-methyl-2-oxo-pyrrolidin-3-yl]oxy-benzoate (Intermediate 31) (439 mg, 1.0 mmol) was dissolved in THF (6 mL) and methanol, (2 mL) and 1 N lithium hydroxide (1.24 mL) was added. Water (8 mL) was then added dropwise and the resultant solution stirred for 1 hour at room temperature. The majority of the organic solvents were removed by distillation under reduced pressure. The aqueous residue was acidified with 2N hydrochloric acid and extrac... Reactants: B, CN(Cc1ccc([N+](=O)[O-])cc1)C1CCCCC1, [Na], Br[Ni]Br, O. Yields the product CN(Cc1ccc(N)cc1)C1CCCCC1. As a reaction SMILES: [BH3:19].[CH:1]1([N:7]([CH2:8][c:9]2[cH:10][cH:11][c:12]([N+:15]([O-:16])=[O:17])[cH:13][cH:14]2)[CH3:18])[CH2:2][CH2:3][CH2:4][CH2:5][CH2:6]1.[Na:20].[Ni:21]([Br:22])[Br:23].[OH2:24]>>[CH:1]1([N:7]([CH2:8][c:9]2[cH:10][cH:11][c:12]([NH2:15])[cH:13][cH:14]2)[CH3:18])[CH2:2][CH2:3][CH2:4][CH2:5][CH2:6]1. Starting materials: C(C)OC(CC(C=CCCCCCNC(=O)OC(C)(C)C)C=1C=NC(=NC1)C)=O (10-tert-Butoxycarbonylamino-3-(2-methyl-pyrimidin-5-yl)-dec-4-enoic acid ethyl ester), O (water), C(=O)[O-].[NH4+] (ammonium formate). The reagents and catalysts are [Pd] (palladium on carbon). Run in C(C)O (ethanol). The product is C(C)OC(CC(CCCCCCCNC(=O)OC(C)(C)C)C=1C=NC(=NC1)C)=O (10-tert-Butoxycarbonylamino-3-(2-methyl-pyrimidin-5-yl)-decanoic acid ethyl ester). Isolated yield 92.0%. RXN SMILES: [CH2:1]([O:3][C:4](=[O:29])[CH2:5][CH:6]([C:22]1[CH:23]=[N:24][C:25]([CH3:28])=[N:26][CH:27]=1)[CH:7]=[CH:8][CH2:9][CH2:10][CH2:11][CH2:12][CH2:13][NH:14][C:15]([O:17][C:18]([CH3:21])([CH3:20])[CH3:19])=[O:16])[CH3:2].O.C([O-])=O.[NH4+]>[Pd].C(O)C>[CH2:1]([O:3][C:4](=[O:29])[CH2:5][CH:6]([C:22]1[CH:27]=[N:26][C:25]([CH3:28])=[N:24][CH:23]=1)[CH2:7][CH2:8][CH2:9][CH2:10][CH2:11][CH2:12][CH2:13][NH:14][C:15]([O:17][C:18]([CH3:20])([CH3:21])[CH3:19])=[O:16])[CH3:2] |f:2.3|. Procedure: A solution of 24-5 (650 mg, 1.60 mmol), water (100 mg), ammonium formate (512 mg, 8.12 mmol), and 10% palladium on carbon (75 mg) in ethanol (40 mL) was heated to 90° C. for 1 hour. The reaction mixture was filtered through celite and the filtrate evaporated in vacuo to afford the title compound 24-6 (600 mg). The crude product was used directly in the next reaction. The reactants are CCOC(=O)c1cc(O)n(-c2ccc(C(F)(F)F)cc2)n1, C1CCOC1, [Li+], [Na+], [OH-], [OH-], O. Product: O=C(O)c1cc(O)n(-c2ccc(C(F)(F)F)cc2)n1. RXN SMILES: [CH2:1]([CH3:2])[O:3][C:4](=[O:5])[c:6]1[n:7][n:8](-[c:12]2[cH:13][cH:14][c:15]([C:18]([F:19])([F:20])[F:21])[cH:16][cH:17]2)[c:9]([OH:11])[cH:10]1.[CH2:26]1[O:27][CH2:28][CH2:29][CH2:30]1.[Li+:23].[Na+:25].[OH-:22].[OH-:24].[OH2:31]>>[O:3]=[C:4]([OH:5])[c:6]1[n:7][n:8](-[c:12]2[cH:13][cH:14][c:15]([C:18]([F:19])([F:20])[F:21])[cH:16][cH:17]2)[c:9]([OH:11])[cH:10]1. Starting materials: [H-].[Na+] (sodium hydride), COC(=O)C1=C(N=C(N1)CCCC)C(=O)OC (Dimethyl 2-butylimidazol-4,5-dicarboxylic acid), IC1=CC=C(CBr)C=C1 (4-iodobenzyl bromide), [H-].[Na+] (sodium hydride), Cl (HCl). Solvent: CO (methanol), CN(C)C=O (DMF). Product: C(CCC)C=1N(C(=C(N1)C(=O)O)C(=O)O)CC1=CC=C(C=C1)I (2-butyl-1-(4-iodobenzyl)imidazol-4,5-dicarboxylic acid). Isolated yield 87.6%. As a reaction SMILES: C[O:2][C:3]([C:5]1[NH:9][C:8]([CH2:10][CH2:11][CH2:12][CH3:13])=[N:7][C:6]=1[C:14]([O:16]C)=[O:15])=[O:4].[I:18][C:19]1[CH:26]=[CH:25][C:22]([CH2:23]Br)=[CH:21][CH:20]=1.[H-].[Na+].Cl>CN(C=O)C.CO>[CH2:10]([C:8]1[N:7]([CH2:23][C:22]2[CH:25]=[CH:26][C:19]([I:18])=[CH:20][CH:21]=2)[C:6]([C:14]([OH:16])=[O:15])=[C:5]([C:3]([OH:2])=[O:4])[N:9]=1)[CH2:11][CH2:12][CH3:13] |f:2.3|. Procedure details: Dimethyl 2-butylimidazol-4,5-dicarboxylic acid (7.12 g, 29.6 mmol) and 4-iodobenzyl bromide (10.56 g, 35.5 mmol) were dissolved in DMF (50 ml), and 60% oily sodium hydride (1.3 g, 32.5 mmol) was added in small portions while stirring at room temperature. The reaction solution was stirred at room temperature for 2 hours and methanol was added to treat excess sodium hydride. Then the reaction solution was neutralized with 2N HCl and the product was extracted with dichloromethane. The extracted sol... The reactants are C1COCCOCCOCCOCCOCCO1 (18-crown-6), C1=NC=CC2=CC=CC=C12 (isoquinoline), [F-].[K+] (KF), BrC=1C=C(C=O)C=CC1 (3-bromobenzaldehyde), FC(S(=O)(=O)OC1=C(C=CC=C1)[Si](C)(C)C)(F)F (2-(trimethylsilyl)phenyl trifluoromethanesulfonate), Pet. ether EtOAc. The solvent is C1CCOC1 (THF). Product: BrC=1C=C(C=CC1)C1C2=C(N3C(C4=CC=CC=C4C=C3)O1)C=CC=C2 (6-(3-bromophenyl)-4bH,6H-benzo[4,5][1,3]oxazino[2,3-a]isoquinoline). Isolated yield 62.0%. Reaction SMILES: [CH:1]1[C:10]2[C:5](=[CH:6][CH:7]=[CH:8][CH:9]=2)[CH:4]=[CH:3][N:2]=1.[Br:11][C:12]1[CH:13]=[C:14]([CH:17]=[CH:18][CH:19]=1)[CH:15]=[O:16].FC(F)(F)S(O[C:26]1[CH:31]=[CH:30][CH:29]=[CH:28][C:27]=1[Si](C)(C)C)(=O)=O.[F-].[K+].C1OCCOCCOCCOCCOCCOC1>C1COCC1>[Br:11][C:12]1[CH:13]=[C:14]([CH:15]2[O:16][CH:1]3[C:10]4[C:5]([CH:4]=[CH:3][N:2]3[C:27]3[CH:28]=[CH:29][CH:30]=[CH:31][C:26]2=3)=[CH:6][CH:7]=[CH:8][CH:9]=4)[CH:17]=[CH:18][CH:19]=1 |f:3.4|. Procedure details: Following the general procedure, treatment of isoquinoline (0.064 g, 59 μL, 0.50 mmol) and 3-bromobenzaldehyde (0.139 g, 884, 0.75 mmol) with 2-(trimethylsilyl)phenyl trifluoromethanesulfonate (0.179 g, 146 μL, 0.60 mmol) in the presence of KF (0.070 g, 1.2 mmol) and 18-crown-6 (0.317 g, 1.2 mmol) in THF (2.0 mL) at −10° C. to room temperature for 12 hrs followed by flash column chromatography (Pet. ether/EtOAc=93/07) of the crude reaction mixture afforded 6-(3-bromophenyl)-4bH,6H-benzo[4,5][1,3...